This data is from the Open Reaction Database (ORD), a public repository of structured organic reaction records. The task is: describe an organic reaction: reactants, conditions, products, and yield Starting materials: C(C)(=O)Cl (acetyl chloride), O (water), solution, [H-].C(C(C)C)[Al+]CC(C)C (diisobutylaluminium hydride), C(C)SC=1N=C(NC1C(=O)OCC)C (ethyl 4-(ethylthio)-2-methyl-1H-imidazole-5-carboxylate). Run in C(Cl)Cl (methylene chloride), C1(=CC=CC=C1)C (toluene). Conditions: time 3 hour. The product is C(C)SC=1N=C(NC1CO)C (4-(ethylthio)-2-methyl-1H-imidazole-5-methanol). Yield: 76.4%. As a reaction SMILES: [H-].C([Al+]CC(C)C)C(C)C.[CH2:11]([S:13][C:14]1[N:15]=[C:16]([CH3:24])[NH:17][C:18]=1[C:19](OCC)=[O:20])[CH3:12].C(Cl)(=O)C.O>C1(C)C=CC=CC=1.C(Cl)Cl>[CH2:11]([S:13][C:14]1[N:15]=[C:16]([CH3:24])[NH:17][C:18]=1[CH2:19][OH:20])[CH3:12] |f:0.1|. Reported procedure: 11.64 cm3 of a 1.2M solution of diisobutylaluminium hydride in toluene is added over 10 minutes at -70° C. to a solution of 1 g of ethyl 4-(ethylthio)-2-methyl-1H-imidazole-5-carboxylate (obtained as in Preparation 1 using, in Stage B, acetyl chloride instead of pentanoyl chloride) in 100 cm3 of methylene chloride. The mixture is agitated for 3 hours at ambient temperature then hydrolyzed by the addition of 1 cm3 of water. After agitation for 15 minutes, then filtering, the insoluble part is was... Starting materials: CCO, Cc1n[nH]c2cc([N+](=O)[O-])ccc12, CCOC(C)=O, O=C[O-], [Fe], [NH4+], O. Product: Cc1n[nH]c2cc(N)ccc12. Reaction SMILES: [CH3:18][CH2:19][OH:20].[CH3:1][c:2]1[n:3][nH:4][c:5]2[cH:6][c:7]([N+:11]([O-:12])=[O:13])[cH:8][cH:9][c:10]12.[CH3:22][CH2:23][O:24][C:25]([CH3:26])=[O:27].[CH:14]([O-:15])=[O:16].[Fe:28].[NH4+:17].[OH2:21]>>[CH3:1][c:2]1[n:3][nH:4][c:5]2[cH:6][c:7]([NH2:11])[cH:8][cH:9][c:10]12. The reactants are C(C)(C)(C)OC(=O)N1CCC(CC1)(CC#N)N1N=C(C(=C1)C(=O)O)NC1=CC=CC=C1 (1-[1-(tert-butoxycarbonyl)-4-(cyanomethyl)piperidin-4-yl]-3-(phenylamino)-1H-pyrazole-4-carboxylic acid), CCN(C(C)C)C(C)C (DIPEA), CN (methylamine), C=1C=CC2=C(C1)N=NN2O (HOBT), C(CCl)Cl (EDC). Solvent: C(Cl)Cl (DCM). Product: C(#N)CC1(CCN(CC1)C(=O)OC(C)(C)C)N1N=C(C(=C1)C(NC)=O)NC1=CC=CC=C1 (Tert-Butyl 4-(cyanomethyl)-4-[4-(methylcarbamoyl)-3-(phenylamino)-1H-pyrazol-1-yl]piperidine-1-carboxylate). RXN SMILES: [C:1]([O:5][C:6]([N:8]1[CH2:13][CH2:12][C:11]([N:17]2[CH:21]=[C:20]([C:22](O)=[O:23])[C:19]([NH:25][C:26]3[CH:31]=[CH:30][CH:29]=[CH:28][CH:27]=3)=[N:18]2)([CH2:14][C:15]#[N:16])[CH2:10][CH2:9]1)=[O:7])([CH3:4])([CH3:3])[CH3:2].C[CH2:33][N:34](C(C)C)C(C)C.CN.C1C=CC2N(O)N=NC=2C=1.C(Cl)CCl>C(Cl)Cl>[C:15]([CH2:14][C:11]1([N:17]2[CH:21]=[C:20]([C:22](=[O:23])[NH:34][CH3:33])[C:19]([NH:25][C:26]3[CH:27]=[CH:28][CH:29]=[CH:30][CH:31]=3)=[N:18]2)[CH2:12][CH2:13][N:8]([C:6]([O:5][C:1]([CH3:3])([CH3:2])[CH3:4])=[O:7])[CH2:9][CH2:10]1)#[N:16]. Procedure: To a solution of 1-[1-(tert-butoxycarbonyl)-4-(cyanomethyl)piperidin-4-yl]-3-(phenylamino)-1H-pyrazole-4-carboxylic acid (25 mg, 0.059 mmol) in DCM (0.6 mL) was added DIPEA (0.030 mL, 0.18 mmol), methylamine (0.040 mL, 0.082 mmol, 2.0 M in THF), HOBT (13 mg, 0.082 mmol), and EDC (16 mg, 0.082 mmol). The resulting mixture was maintained at ambient temperature for 18 hours, then purified directly by MPLC on silica gel (using a gradient elution of 0-10% MeOH/DCM) to afford the title compound.